The task is: describe an organic reaction: reactants, conditions, products, and yield. This data is from the Open Reaction Database (ORD), a public repository of structured organic reaction records. The reactants are P(=O)(Cl)(Cl)Cl (Phosphorous oxychloride), CN(C=O)C (N,N-dimethylformamide), ice water, [OH-].[NH4+] (ammonium hydroxide), ClC1=CC=2N(C=C1)N=C(C2)C2=CC=C(C=C2)F (5-Chloro-2-(4-fluorophenyl)pyrazolo[1,5-α]pyridine). Reaction conditions: time 10 minute. Yields the product ClC1=CC=2N(C=C1)N=C(C2C=O)C2=CC=C(C=C2)F (5-Chloro-2-(4-fluorophenyl)pyrazolo[1,5-α]pyridine-3-carbaldehyde). Reaction SMILES: P(Cl)(Cl)(Cl)=O.[Cl:6][C:7]1[CH:12]=[CH:11][N:10]2[N:13]=[C:14]([C:16]3[CH:21]=[CH:20][C:19]([F:22])=[CH:18][CH:17]=3)[CH:15]=[C:9]2[CH:8]=1.[OH-].[NH4+].CN(C)[CH:27]=[O:28]>>[Cl:6][C:7]1[CH:12]=[CH:11][N:10]2[N:13]=[C:14]([C:16]3[CH:17]=[CH:18][C:19]([F:22])=[CH:20][CH:21]=3)[C:15]([CH:27]=[O:28])=[C:9]2[CH:8]=1 |f:2.3|. Procedure details: Phosphorous oxychloride (0.6 mL, 6.4 mmol) was added to N,N-dimethylformamide (10 mL) and the resulting mixture stirred at room temperature for 10 minutes. 5-Chloro-2-(4-fluorophenyl)pyrazolo[1,5-α]pyridine (1.0 g, 4.1 mmol) was added and the reaction mixture was stirred at room temperature for 12 hours. The reaction mixture was poured into ice-water and neutralized to pH 7 with aquous ammonium hydroxide. The resulting slurry was extracted with dichloromethane (3×40 mL). The combined organics we... The reactants are C(C1=CN=CC=C1)(=O)O (Nicotinic acid), C([O-])([O-])=O.[Cs+].[Cs+] (cesium carbonate). Solvent: CO (methanol). Product: C(C1=CN=CC=C1)(=O)[O-].[Cs+] (cesium nicotinate). As a reaction SMILES: [C:1]([OH:9])(=[O:8])[C:2]1[CH:7]=[CH:6][CH:5]=[N:4][CH:3]=1.C(=O)([O-])[O-].[Cs+:14].[Cs+]>CO>[C:1]([O-:9])(=[O:8])[C:2]1[CH:7]=[CH:6][CH:5]=[N:4][CH:3]=1.[Cs+:14] |f:1.2.3,5.6|. Reported procedure: Nicotinic acid (0.86 g, 7 mmol) and cesium carbonate (1.14 g, 3.5 mmol) were swirled in methanol (60 ml) until a clear solution resulted. Methanol was removed in vacuo to yield cesium nicotinate as a white solid. Starting materials: N1N=NN=C1C=1C=C(NC(C(=O)O)=O)C=CC1 (3-(1H-tetrazol-5-yl)oxanilic acid), [OH-].[Na+] (Sodium hydroxide), C(C)OCC (ethyl ether). Solvent: CO (methanol). Run at time 1 hour. Yields the product N1N=NN=C1C=1C=C(NC(C(=O)[O-])=O)C=CC1.[Na+].[Na+].N1N=NN=C1C=1C=C(NC(C(=O)[O-])=O)C=CC1 (disodium 3-(1H-tetrazol-5-yl)oxanilate). Isolated yield 91.1%. Reaction SMILES: [OH-].[Na+:2].[NH:3]1[C:7]([C:8]2[CH:9]=[C:10]([CH:17]=[CH:18][CH:19]=2)[NH:11][C:12](=[O:16])[C:13]([OH:15])=[O:14])=[N:6][N:5]=[N:4]1.C(OCC)C>CO>[NH:6]1[C:7]([C:8]2[CH:9]=[C:10]([CH:17]=[CH:18][CH:19]=2)[NH:11][C:12](=[O:16])[C:13]([O-:15])=[O:14])=[N:3][N:4]=[N:5]1.[Na+:2].[Na+:2].[NH:6]1[C:7]([C:8]2[CH:9]=[C:10]([CH:17]=[CH:18][CH:19]=2)[NH:11][C:12](=[O:16])[C:13]([O-:15])=[O:14])=[N:3][N:4]=[N:5]1 |f:0.1,5.6.7.8|. Procedure details: Sodium hydroxide (1.72 g; 43 mmol) was dissolved in methanol (100 ml), 3-(1H-tetrazol-5-yl)oxanilic acid (5 g; 21.5 mmol) was added thereto and the mixture was stirred for 1 hour at room temperature. The reaction solution was poured into 300 ml of ethyl ether at room temperature with stirring, the precipitated crystals were filtered off and were dried at 40° C. in vacuo in the presence of phosphorous pentoxide to obtain 5 g (yield 85%) of disodium 3-(1H-tetrazol-5-yl)oxanilate. Decomposition poi... The reactants are CCCC[SnH](CCCC)CCCC (Bu3SnH), C(C1=CC=CC=C1)OC(=O)NC(C(=O)OC)=C (methyl 2-(benzyloxycarbonylamino)acrylate), BrC12CCC(CC1)CC2 (1-bromobicyclo[2.2.2]octane), CC(C)(C#N)N=NC(C)(C)C#N (AIBN). The solvent is C1=CC=CC=C1 (benzene). Yields the product C(C1=CC=CC=C1)OC(=O)NC(C(=O)OC)CC12CCC(CC1)CC2 (methyl 2-(benzyloxycarbonylamino)-3-(bicyclo[2.2.2]octan-1-yl)propanoate). The yield is 14.6%. RXN SMILES: [CH2:1]([O:8][C:9]([NH:11][C:12](=[CH2:17])[C:13]([O:15][CH3:16])=[O:14])=[O:10])[C:2]1[CH:7]=[CH:6][CH:5]=[CH:4][CH:3]=1.Br[C:19]12[CH2:26][CH2:25][CH:22]([CH2:23][CH2:24]1)[CH2:21][CH2:20]2.CC(N=NC(C#N)(C)C)(C#N)C.CCCC[SnH](CCCC)CCCC>C1C=CC=CC=1>[CH2:1]([O:8][C:9]([NH:11][CH:12]([CH2:17][C:19]12[CH2:26][CH2:25][CH:22]([CH2:23][CH2:24]1)[CH2:21][CH2:20]2)[C:13]([O:15][CH3:16])=[O:14])=[O:10])[C:2]1[CH:3]=[CH:4][CH:5]=[CH:6][CH:7]=1. Procedure: methyl 2-(benzyloxycarbonylamino)acrylate (2.05 g, 0.0095 mol, 1 eq.), 1-bromobicyclo[2.2.2]octane (1.8 g, 0.0095 mol, 1 eq.) and AIBN (0.312 g, 0.0019 mol, 0.2 eq.) were dissolved in benzene (30 mL) and heated to reflux. Bu3SnH (5.53 g, 0.019 mol, 2 eq.) was then added. The resulting mixture was stirred at reflux for 14 hrs. The solvent was removed and the residue was purified via preparative TLC (EtOAc/Petroleum ether=1:9) to give methyl 2-(benzyloxycarbonylamino)-3-(bicyclo[2.2.2]octan-1-yl)p...